Dataset: the Open Reaction Database (ORD), a public repository of structured organic reaction records. Task: describe an organic reaction: reactants, conditions, products, and yield Product: CC(CO)Nc1nc(SCc2ccccc2F)nc2nc(Br)sc12. Starting materials: CC(C)CCON=O, CC#N, BrC(Br)Br, CC(CO)Nc1nc(SCc2ccccc2F)nc2nc(N)sc12. As a reaction SMILES: [CH3:1][CH:2]([CH2:3][CH2:4][O:5][N:6]=[O:7])[CH3:8].[CH3:33][C:34]#[N:35].[CH:36]([Br:37])([Br:38])[Br:39].[NH2:9][c:10]1[s:11][c:12]2[c:13]([n:14][c:15]([S:23][CH2:24][c:25]3[c:26]([F:31])[cH:27][cH:28][cH:29][cH:30]3)[n:16][c:17]2[NH:18][CH:19]([CH2:20][OH:21])[CH3:22])[n:32]1>>[c:10]1([Br:37])[s:11][c:12]2[c:13]([n:14][c:15]([S:23][CH2:24][c:25]3[c:26]([F:31])[cH:27][cH:28][cH:29][cH:30]3)[n:16][c:17]2[NH:18][CH:19]([CH2:20][OH:21])[CH3:22])[n:32]1. Yields the product FC1=CC=C(C=C1)CCCN(C(C=C(C(=O)NS(=O)(=O)C)O)=O)OC (3-Hydroxy-4-methanesulfonylamino-4-oxo-but-2-enoic acid [3-(4-fluoro-phenyl)-propyl]-methoxy-amide). Procedure: Reaction of 2-(2,2-dimethyl-5-oxo-[1,3]dioxolan-4-ylidene)-N-[3-(4-fluorophenyl)-propyl]-N-methoxy-acetamide (0.300 g, 0.89 mmol) with methanesulfonamide (0.127 g, 1.33 mmol) as described in the preparation oc compound 22 gave 0.304 g (91% yield) of the title amide as a white foam after chromatography. 1H NMR (400 MHz, CDCl3) 8: mixture keto-enol forms and of rotamers equilibrating to a major enol form after a few hours in chloroform: 1.95 (2H, m, CH2), 2.6 (2H, m, CH2), 3.34, 3.35 and 3.38 (3H,... The reactants are CC1(OC(C(O1)=CC(=O)N(OC)CCCC1=CC=C(C=C1)F)=O)C (2-(2,2-dimethyl-5-oxo-[1,3]dioxolan-4-ylidene)-N-[3-(4-fluorophenyl)-propyl]-N-methoxy-acetamide), CS(=O)(=O)N (methanesulfonamide), compound 22. Reaction SMILES: CC1(C)[O:6][C:5](=[CH:7][C:8]([N:10]([CH2:13][CH2:14][CH2:15][C:16]2[CH:21]=[CH:20][C:19]([F:22])=[CH:18][CH:17]=2)[O:11][CH3:12])=[O:9])[C:4](=O)[O:3]1.[CH3:25][S:26]([NH2:29])(=[O:28])=[O:27]>>[F:22][C:19]1[CH:20]=[CH:21][C:16]([CH2:15][CH2:14][CH2:13][N:10]([O:11][CH3:12])[C:8](=[O:9])[CH:7]=[C:5]([OH:6])[C:4]([NH:29][S:26]([CH3:25])(=[O:28])=[O:27])=[O:3])=[CH:17][CH:18]=1. Isolated yield 91.2%. Starting materials: CC=1OC(=CC1C(=O)O)C (2,5-dimethyl-3-furoic acid), C([O-])([O-])=O.[K+].[K+] (potassium carbonate), COCCOCCl (2methoxyethoxymethyl chloride). Run in O (water), CN(C)C=O (DMF). Run at time 5 hour. The product is COCCOCOC(=O)C1=C(OC(=C1)C)C (2,5-Dimethylfuran-3-carboxylic Acid 2-Methoxyethoxymethyl Ester). Yield: 77.8%. As a reaction SMILES: [CH3:1][C:2]1[O:3][C:4]([CH3:10])=[CH:5][C:6]=1[C:7]([OH:9])=[O:8].C(=O)([O-])[O-].[K+].[K+].[CH3:17][O:18][CH2:19][CH2:20][O:21][CH2:22]Cl>CN(C=O)C.O>[CH3:17][O:18][CH2:19][CH2:20][O:21][CH2:22][O:8][C:7]([C:6]1[CH:5]=[C:4]([CH3:10])[O:3][C:2]=1[CH3:1])=[O:9] |f:1.2.3|. Procedure details: A 2 L round-bottomed flask equipped with a mechanical stirrer was charged with 2,5-dimethyl-3-furoic acid (81.0 g, 0.58 mol) and potassium carbonate (95.9 g, 0.69 mol) in DMF (500 mL). An ice bath was used to cool the reaction as 2methoxyethoxymethyl chloride (72.2 g, 0.58 mol) was added portionwise. The reaction was stirred for 5 h at rt. The mixture was then diluted with water (1.5 L) and extracted with EtOAc (2×600 mL). The combined organics were washed with water (2×900 mL) and saturated sod... The reactants are C[NH-], CNC(=O)CN(CC(=O)O)Cc1ccccc1, CO. Product: C[NH-], CNC(=O)CNCC(=O)O. RXN SMILES: [CH3:18][NH-:19].[CH3:1][NH:2][C:3]([CH2:4][N:5]([CH2:6][C:7](=[O:8])[OH:9])[CH2:10][c:11]1[cH:12][cH:13][cH:14][cH:15][cH:16]1)=[O:17].[CH3:20][OH:21]>>[CH3:18][NH-:19].[CH3:1][NH:2][C:3]([CH2:4][NH:5][CH2:6][C:7](=[O:8])[OH:9])=[O:17]. Reactants: C=CCBr, C1CCOC1, C[Si](C)(C)[N-][Si](C)(C)C, [Li+], O=C1CC2CC=CC2O1. Yields the product C=CCC1C(=O)OC2C=CCC21. RXN SMILES: [CH2:20]([CH:21]=[CH2:22])[Br:23].[CH2:24]1[O:25][CH2:26][CH2:27][CH2:28]1.[CH3:10][Si:11]([N-:12][Si:13]([CH3:14])([CH3:15])[CH3:16])([CH3:17])[CH3:18].[Li+:19].[O:1]1[CH:2]2[CH:3]([CH2:4][C:5]1=[O:6])[CH2:7][CH:8]=[CH:9]2>>[O:1]1[CH:2]2[CH:3]([CH:4]([CH2:22][CH:21]=[CH2:20])[C:5]1=[O:6])[CH2:7][CH:8]=[CH:9]2. Starting materials: [Al+3], CCCCCCCCC=CCCCCCCCCOCC(COCCCCCCCCC=CCCCCCCCC)N=[N+]=[N-], [H-], [H-], [H-], [H-], [Li+], C1CCOC1. The product is CCCCCCCCC=CCCCCCCCCOCC(N)COCCCCCCCCC=CCCCCCCCC. As a reaction SMILES: [Al+3:2].[CH2:7]([CH2:8][CH2:9][CH2:10][CH2:11][CH2:12][CH2:13][CH2:14][CH:15]=[CH:16][CH2:17][CH2:18][CH2:19][CH2:20][CH2:21][CH2:22][CH2:23][CH3:24])[O:25][CH2:26][CH:27]([CH2:28][O:29][CH2:30][CH2:31][CH2:32][CH2:33][CH2:34][CH2:35][CH2:36][CH2:37][CH:38]=[CH:39][CH2:40][CH2:41][CH2:42][CH2:43][CH2:44][CH2:45][CH2:46][CH3:47])[N:48]=[N+:49]=[N-:50].[H-:1].[H-:4].[H-:5].[H-:6].[Li+:3].[O:51]1[CH2:52][CH2:53][CH2:54][CH2:55]1>>[CH2:7]([CH2:8][CH2:9][CH2:10][CH2:11][CH2:12][CH2:13][CH2:14][CH:15]=[CH:16][CH2:17][CH2:18][CH2:19][CH2:20][CH2:21][CH2:22][CH2:23][CH3:24])[O:25][CH2:26][CH:27]([CH2:28][O:29][CH2:30][CH2:31][CH2:32][CH2:33][CH2:34][CH2:35][CH2:36][CH2:37][CH:38]=[CH:39][CH2:40][CH2:41][CH2:42][CH2:43][CH2:44][CH2:45][CH2:46][CH3:47])[NH2:48].